This data is from the Open Reaction Database (ORD), a public repository of structured organic reaction records. The task is: describe an organic reaction: reactants, conditions, products, and yield Starting materials: C(C)(=O)O (Acetic acid), C(C)OC(C=1N=CNC1C(=O)OC)OCC (methyl 4-(diethoxy-methyl)-1H-imidazole-5-carboxylate), C1(=CC=CC=C1)C (Toluene). Run in O (water). Reaction conditions: temperature 25 celsius, time 6 hour. The product is C(=O)C=1N=CNC1C(=O)OC (Methyl 4-formyl-1H-imidazole-5-carboxylate). As a reaction SMILES: C(O)(=O)C.[CH2:5]([O:7][CH:8]([O:18]CC)[C:9]1[N:10]=[CH:11][NH:12][C:13]=1[C:14](OC)=[O:15])C.C1(C)C=CC=CC=1>O>[CH:14]([C:13]1[N:12]=[CH:11][NH:10][C:9]=1[C:8]([O:7][CH3:5])=[O:18])=[O:15]. Reported procedure: Acetic acid (244 mmol, 34.7 equiv.) was added to a solution of methyl 4-(diethoxy-methyl)-1H-imidazole-5-carboxylate (7.04 mmol, 1 equiv.) in water (4.2 ml), and the resulting mixture was stirred for 6 h at 25° C. under nitrogen. Toluene was added to the reaction mixture, and the solvent was removed in vacuo in order thus to yield the desired product in the form of a yellow solid. This was used in the following stage without further purification. Yield: quantitative Reactants: Cc1c(F)cc(CCC=O)cc1F, Cc1nc(I)cn1CCN. Yields the product Cc1c(F)cc(CCC2NCCn3c(C)nc(I)c32)cc1F. Reaction SMILES: [F:11][c:12]1[cH:13][c:14]([CH2:20][CH2:21][CH:22]=[O:23])[cH:15][c:16]([F:19])[c:17]1[CH3:18].[I:1][c:2]1[n:3][c:4]([CH3:10])[n:5]([CH2:7][CH2:8][NH2:9])[cH:6]1>>[I:1][c:2]1[n:3][c:4]([CH3:10])[n:5]2[c:6]1[CH:22]([CH2:21][CH2:20][c:14]1[cH:13][c:12]([F:11])[c:17]([CH3:18])[c:16]([F:19])[cH:15]1)[NH:9][CH2:8][CH2:7]2. The reactants are Cc1cc(-c2ccc(Cl)c(C)c2)nc(-c2cccc(-c3ccc(S(=O)(=O)NC(C)(C)C)s3)c2)n1, ClCCl, O=C(O)C(F)(F)F. The product is Cc1cc(-c2ccc(Cl)c(C)c2)nc(-c2cccc(-c3ccc(S(N)(=O)=O)s3)c2)n1. As a reaction SMILES: [C:1]([CH3:2])([CH3:3])([CH3:4])[NH:5][S:6](=[O:7])(=[O:8])[c:9]1[s:10][c:11](-[c:14]2[cH:15][c:16](-[c:20]3[n:21][c:22](-[c:27]4[cH:28][c:29]([CH3:34])[c:30]([Cl:33])[cH:31][cH:32]4)[cH:23][c:24]([CH3:26])[n:25]3)[cH:17][cH:18][cH:19]2)[cH:12][cH:13]1.[Cl:42][CH2:43][Cl:44].[F:35][C:36]([F:37])([F:38])[C:39]([OH:40])=[O:41]>>[NH2:5][S:6](=[O:7])(=[O:8])[c:9]1[s:10][c:11](-[c:14]2[cH:15][c:16](-[c:20]3[n:21][c:22](-[c:27]4[cH:28][c:29]([CH3:34])[c:30]([Cl:33])[cH:31][cH:32]4)[cH:23][c:24]([CH3:26])[n:25]3)[cH:17][cH:18][cH:19]2)[cH:12][cH:13]1. Reactants: COC(=O)C1(OC)CC1, C[O-], CC(C)Oc1ccc(N)cc1Cl, [Na+], c1ccccc1. The product is COC1(C(=O)Nc2ccc(OC(C)C)c(Cl)c2)CC1. RXN SMILES: [CH3:13][O:14][C:15]1([C:18](=[O:19])[O:20][CH3:21])[CH2:16][CH2:17]1.[CH3:22][O-:23].[Cl:1][c:2]1[cH:3][c:4]([NH2:5])[cH:6][cH:7][c:8]1[O:9][CH:10]([CH3:11])[CH3:12].[Na+:24].[cH:25]1[cH:26][cH:27][cH:28][cH:29][cH:30]1>>[Cl:1][c:2]1[cH:3][c:4]([NH:5][C:18]([C:15]2([O:14][CH3:13])[CH2:16][CH2:17]2)=[O:19])[cH:6][cH:7][c:8]1[O:9][CH:10]([CH3:11])[CH3:12]. Reactants: BrCCNC(=O)N1C=2C(C(NC3=C1C=CC=C3)=O)=CSC2C (4-[[[2-bromo-ethyl]amino]carbonyl]-4,9-dihydro-3-methyl-10H-thieno[3,4-b][1,5]benzodiazepin-10-one), N1(CCCCC1)CCCCC1CCNCC1 (4-[4-(piperidin-l-yl)butyl]piperidine). Product: N1(CCCCC1)CCCCC1CCN(CC1)CCNC(=O)N1C=2C(C(NC3=C1C=CC=C3)=O)=CSC2C (4,9-Dihydro-4-[[[2-[4-[4-(piperidin-l-yl)butyl]-piperidin-l-yl]ethyl]amino]carbonyl]-3-methyl-10H-thieno[3,4-b][1,5]benzodiazepin-10-one). Isolated yield 20.0%. Reaction SMILES: Br[CH2:2][CH2:3][NH:4][C:5]([N:7]1[C:13]2[CH:14]=[CH:15][CH:16]=[CH:17][C:12]=2[NH:11][C:10](=[O:18])[C:9]2=[CH:19][S:20][C:21]([CH3:22])=[C:8]12)=[O:6].[N:23]1([CH2:29][CH2:30][CH2:31][CH2:32][CH:33]2[CH2:38][CH2:37][NH:36][CH2:35][CH2:34]2)[CH2:28][CH2:27][CH2:26][CH2:25][CH2:24]1>>[N:23]1([CH2:29][CH2:30][CH2:31][CH2:32][CH:33]2[CH2:38][CH2:37][N:36]([CH2:2][CH2:3][NH:4][C:5]([N:7]3[C:13]4[CH:14]=[CH:15][CH:16]=[CH:17][C:12]=4[NH:11][C:10](=[O:18])[C:9]4=[CH:19][S:20][C:21]([CH3:22])=[C:8]34)=[O:6])[CH2:35][CH2:34]2)[CH2:24][CH2:25][CH2:26][CH2:27][CH2:28]1. Procedure: Prepared analogously to Example 109 from 4-[[[2-bromo-ethyl]amino]carbonyl]-4,9-dihydro-3-methyl-10H-thieno[3,4-b][1,5]benzodiazepin-10-one and 4-[4-(piperidin-l-yl)butyl]piperidine in a yield of 20% of theory. Colourless crystals, m.p. 186°-187° C. Starting materials: BrCCCBr, CCc1ccccc1-c1ccc(O)cc1, CCO, [Na+], [OH-]. The product is CCc1ccccc1-c1ccc(OCCCBr)cc1. RXN SMILES: [Br:18][CH2:19][CH2:20][CH2:21][Br:22].[CH3:1][CH2:2][c:3]1[c:4](-[c:9]2[cH:10][cH:11][c:12]([OH:15])[cH:13][cH:14]2)[cH:5][cH:6][cH:7][cH:8]1.[CH3:23][CH2:24][OH:25].[Na+:17].[OH-:16]>>[CH3:1][CH2:2][c:3]1[c:4](-[c:9]2[cH:10][cH:11][c:12]([O:15][CH2:21][CH2:20][CH2:19][Br:18])[cH:13][cH:14]2)[cH:5][cH:6][cH:7][cH:8]1. The reactants are CC(=O)O, O=C(c1ccc([N+](=O)[O-])cc1)N1CCCCc2sccc21. Yields the product Nc1ccc(C(=O)N2CCCCc3sccc32)cc1. As a reaction SMILES: [CH3:22][C:23](=[O:24])[OH:25].[N+:1]([O-:2])(=[O:3])[c:4]1[cH:5][cH:6][c:7]([C:8](=[O:9])[N:10]2[c:11]3[c:12]([s:17][cH:18][cH:19]3)[CH2:13][CH2:14][CH2:15][CH2:16]2)[cH:20][cH:21]1>>[NH2:1][c:4]1[cH:5][cH:6][c:7]([C:8](=[O:9])[N:10]2[c:11]3[c:12]([s:17][cH:18][cH:19]3)[CH2:13][CH2:14][CH2:15][CH2:16]2)[cH:20][cH:21]1.